Dataset: the Open Reaction Database (ORD), a public repository of structured organic reaction records. Task: describe an organic reaction: reactants, conditions, products, and yield Reactants: O=[N+]([O-])C=Cc1cccc(OCc2ccccc2)c1, C1CCOC1, CCOC(C)=O, [Li]CCCC, CC(C)NC(C)C. Yields the product CCOC(=O)CC(C[N+](=O)[O-])c1cccc(OCc2ccccc2)c1. As a reaction SMILES: [CH2:19]([c:20]1[cH:21][cH:22][cH:23][cH:24][cH:25]1)[O:26][c:27]1[cH:28][c:29]([CH:33]=[CH:34][N+:35](=[O:36])[O-:37])[cH:30][cH:31][cH:32]1.[CH2:38]1[O:39][CH2:40][CH2:41][CH2:42]1.[CH3:13][CH2:14][O:15][C:16](=[O:17])[CH3:18].[CH3:8][CH2:9][CH2:10][CH2:11][Li:12].[CH:1]([NH:2][CH:3]([CH3:4])[CH3:5])([CH3:6])[CH3:7]>>[CH3:13][CH2:14][O:15][C:16](=[O:17])[CH2:18][CH:33]([c:29]1[cH:28][c:27]([O:26][CH2:19][c:20]2[cH:21][cH:22][cH:23][cH:24][cH:25]2)[cH:32][cH:31][cH:30]1)[CH2:34][N+:35](=[O:36])[O-:37]. The reactants are O=C(O)Cc1ccc2c(c1)OCO2, C[C@H](N)c1cccc2ccccc12. Reagents/catalysts: [B-](F)(F)(F)F.CN(C)C(=[N+](C)C)ON1C=CC=CC1=O (TPTU), CCN(C(C)C)C(C)C (DIPEA). The solvent is CN(C)C=O (DMF), CN(C)C=O (DMF), CN(C)C=O (DMF), CN(C)C=O (DMF), CN(C)C=O (DMF), CN(C)C=O (DMF). Conditions: temperature 25 celsius, time 2 hour. Product: CC(NC(=O)Cc1ccc2c(c1)OCO2)c1cccc2ccccc12. The yield is 83.1%. RXN SMILES: C[C@H](N)c1cccc2ccccc12.O=C(O)Cc1ccc2c(c1)OCO2.[B-](F)(F)(F)F.CN(C)C(=[N+](C)C)ON1C=CC=CC1=O.CCN(C(C)C)C(C)C.CN(C)C=O>>CC(NC(=O)Cc1ccc2c(c1)OCO2)c1cccc2ccccc12.